From a dataset of the Open Reaction Database (ORD), a public repository of structured organic reaction records. describe an organic reaction: reactants, conditions, products, and yield Starting materials: crude solution, ClC=1C=CC(=NC1)[C@](CC1=CC=CC=C1)(C1=CC(=CC(=C1)C(F)(F)F)F)NC(OC1=CC=C(C=C1)[N+](=O)[O-])=O ((S)-4-nitrophenyl 1-(5-chloropyridin-2-yl)-1-(3-fluoro-5-(trifluoromethyl)phenyl)-2-phenylethylcarbamate), ClCCCl (DCE), Br.FC1(CNCC1)F (3,3-difluoropyrrolidine hydrobromide). Run at time 2 hour. Yields the product ClC=1C=CC(=NC1)[C@](CC1=CC=CC=C1)(C1=CC(=CC(=C1)C(F)(F)F)F)NC(=O)N1CC(CC1)(F)F ((S)-N-(1-(5-chloropyridin-2-yl)-1-(3-fluoro-5-(trifluoromethyl)phenyl)-2-phenylethyl)-3,3-difluoropyrrolidine-1-carboxamide). Isolated yield 17.0%. Reaction SMILES: [Cl:1][C:2]1[CH:3]=[CH:4][C:5]([C@@:8]([NH:27][C:28](=[O:39])OC2C=CC([N+]([O-])=O)=CC=2)([C:16]2[CH:21]=[C:20]([C:22]([F:25])([F:24])[F:23])[CH:19]=[C:18]([F:26])[CH:17]=2)[CH2:9][C:10]2[CH:15]=[CH:14][CH:13]=[CH:12][CH:11]=2)=[N:6][CH:7]=1.ClCCCl.Br.[F:45][C:46]1([F:51])[CH2:50][CH2:49][NH:48][CH2:47]1>>[Cl:1][C:2]1[CH:3]=[CH:4][C:5]([C@@:8]([NH:27][C:28]([N:48]2[CH2:49][CH2:50][C:46]([F:51])([F:45])[CH2:47]2)=[O:39])([C:16]2[CH:21]=[C:20]([C:22]([F:25])([F:24])[F:23])[CH:19]=[C:18]([F:26])[CH:17]=2)[CH2:9][C:10]2[CH:11]=[CH:12][CH:13]=[CH:14][CH:15]=2)=[N:6][CH:7]=1 |f:2.3|. Procedure: To a crude solution of (S)-4-nitrophenyl 1-(5-chloropyridin-2-yl)-1-(3-fluoro-5-(trifluoromethyl)phenyl)-2-phenylethylcarbamate in DCE (1 mL) (67 mg, 0.13 mmol) was added 3,3-difluoropyrrolidine hydrobromide (24 mg, 0. 12 mmol). The reaction mixture was stirred at room temperature for 2 h and the solution turned yellow. The solution was concentrated, dissolved in MeOH (1.5 mL), filtered and purified by reverse phase prep. HPLC YMC ODSA 30×100 mm, 20-100% MeOH/H2O (0.1% TFA) gradient over 10 mins...